From a dataset of the Open Reaction Database (ORD), a public repository of structured organic reaction records. describe an organic reaction: reactants, conditions, products, and yield Reactants: COc1ccc2c(Sc3ccccc3)ccnc2c1, CO, ClCCl, [Na+], O=C([O-])O, O=C(OO)c1cccc(Cl)c1. The product is COc1ccc2c(S(=O)c3ccccc3)ccnc2c1. Reaction SMILES: [CH3:1][O:2][c:3]1[cH:4][cH:5][c:6]2[c:7]([S:13][c:14]3[cH:15][cH:16][cH:17][cH:18][cH:19]3)[cH:8][cH:9][n:10][c:11]2[cH:12]1.[CH3:36][OH:37].[Cl:38][CH2:39][Cl:40].[Na+:35].[O-:31][C:32]([OH:33])=[O:34].[OH:20][O:21][C:22]([c:23]1[cH:24][c:25]([Cl:26])[cH:27][cH:28][cH:29]1)=[O:30]>>[CH3:1][O:2][c:3]1[cH:4][cH:5][c:6]2[c:7]([S:13]([c:14]3[cH:15][cH:16][cH:17][cH:18][cH:19]3)=[O:20])[cH:8][cH:9][n:10][c:11]2[cH:12]1.